From a dataset of the Open Reaction Database (ORD), a public repository of structured organic reaction records. describe an organic reaction: reactants, conditions, products, and yield Reactants: CC(C)(O)CC1CNCCN1, Cc1cc2c(s1)Nc1ccccc1NC2=S. Yields the product Cc1cc2c(s1)Nc1ccccc1N=C2N1CCNC(CC(C)(C)O)C1. RXN SMILES: [CH3:17][C:18]([CH2:19][CH:20]1[NH:21][CH2:22][CH2:23][NH:24][CH2:25]1)([CH3:26])[OH:27].[CH3:1][c:2]1[cH:3][c:4]2[c:10]([s:11]1)[NH:9][c:8]1[c:7]([cH:15][cH:14][cH:13][cH:12]1)[NH:6][C:5]2=[S:16]>>[CH3:1][c:2]1[cH:3][c:4]2[c:10]([s:11]1)[NH:9][c:8]1[c:7]([cH:15][cH:14][cH:13][cH:12]1)[N:6]=[C:5]2[N:24]1[CH2:23][CH2:22][NH:21][CH:20]([CH2:19][C:18]([CH3:17])([CH3:26])[OH:27])[CH2:25]1. Reactants: Cc1ccccc1, CSCCC(N)C(=O)O, O=C1OC(=O)c2ccccc21. Product: CSCCC(C(=O)O)N1C(=O)c2ccccc2C1=O. Reaction SMILES: [CH3:21][c:22]1[cH:23][cH:24][cH:25][cH:26][cH:27]1.[NH2:1][CH:2]([C:3](=[O:4])[OH:5])[CH2:6][CH2:7][S:8][CH3:9].[O:10]=[C:11]1[O:12][C:13](=[O:14])[c:15]2[cH:16][cH:17][cH:18][cH:19][c:20]21>>[N:1]1([CH:2]([C:3](=[O:4])[OH:5])[CH2:6][CH2:7][S:8][CH3:9])[C:11](=[O:10])[c:20]2[c:15]([cH:16][cH:17][cH:18][cH:19]2)[C:13]1=[O:12]. The reactants are CCNCC, C#C[Si](C)(C)C, Clc1cc(Cl)cc(I)c1, [Cu]I, Cl[Pd]Cl, c1ccc(P(c2ccccc2)c2ccccc2)cc1, c1ccc(P(c2ccccc2)c2ccccc2)cc1. The product is C[Si](C)(C)C#Cc1cc(Cl)cc(Cl)c1. As a reaction SMILES: [CH2:16]([NH:17][CH2:18][CH3:19])[CH3:20].[CH3:10][Si:11]([CH3:12])([CH3:13])[C:14]#[CH:15].[Cl:1][c:2]1[cH:3][c:4]([Cl:9])[cH:5][c:6]([I:8])[cH:7]1.[Cu:62][I:63].[Pd:21]([Cl:22])[Cl:23].[c:24]1([P:25]([c:26]2[cH:27][cH:28][cH:29][cH:30][cH:31]2)[c:32]2[cH:33][cH:34][cH:35][cH:36][cH:37]2)[cH:38][cH:39][cH:40][cH:41][cH:42]1.[c:43]1([P:44]([c:45]2[cH:46][cH:47][cH:48][cH:49][cH:50]2)[c:51]2[cH:52][cH:53][cH:54][cH:55][cH:56]2)[cH:57][cH:58][cH:59][cH:60][cH:61]1>>[Cl:1][c:2]1[cH:3][c:4]([Cl:9])[cH:5][c:6]([C:15]#[C:14][Si:11]([CH3:10])([CH3:12])[CH3:13])[cH:7]1. Procedure: 98 mg 4-Carboxybenzeneboronic acid, 159 mg 1-(3-Bromo-benzyl)-4-methyl-piperazine, 410 mg potassium carbonate, and 69 mg tetrakis-triphenylphosphino-palladium were stirred under an argon atmosphere in a mixture of 1 ml dioxane and 1 ml water at 85 C for 16 hrs. The mixture was cooled to RT, diluted with 100 ml water and filtered. The filtrate was carefully treated with conc. HCl until the product precipitated. Filtration and drying of the residue yielded 190 mg of the title product. Product: CN1CCN(CC1)CC=1C=C(C=CC1)C1=CC=C(C=C1)C(=O)O (3′-(4-Methyl-piperazin-1-ylmethyl)-biphenyl-4-carboxylic acid). RXN SMILES: [C:1]([C:4]1[CH:9]=[CH:8][C:7](B(O)O)=[CH:6][CH:5]=1)([OH:3])=[O:2].Br[C:14]1[CH:15]=[C:16]([CH:25]=[CH:26][CH:27]=1)[CH2:17][N:18]1[CH2:23][CH2:22][N:21]([CH3:24])[CH2:20][CH2:19]1.C(=O)([O-])[O-].[K+].[K+]>O1CCOCC1.O.C1(P([Pd](P(C2C=CC=CC=2)(C2C=CC=CC=2)C2C=CC=CC=2)(P(C2C=CC=CC=2)(C2C=CC=CC=2)C2C=CC=CC=2)P(C2C=CC=CC=2)(C2C=CC=CC=2)C2C=CC=CC=2)(C2C=CC=CC=2)C2C=CC=CC=2)C=CC=CC=1>[CH3:24][N:21]1[CH2:22][CH2:23][N:18]([CH2:17][C:16]2[CH:15]=[C:14]([C:7]3[CH:8]=[CH:9][C:4]([C:1]([OH:3])=[O:2])=[CH:5][CH:6]=3)[CH:27]=[CH:26][CH:25]=2)[CH2:19][CH2:20]1 |f:2.3.4|. Reagents/catalysts: C1(=CC=CC=C1)P(C1=CC=CC=C1)(C1=CC=CC=C1)[Pd](P(C1=CC=CC=C1)(C1=CC=CC=C1)C1=CC=CC=C1)(P(C1=CC=CC=C1)(C1=CC=CC=C1)C1=CC=CC=C1)P(C1=CC=CC=C1)(C1=CC=CC=C1)C1=CC=CC=C1 (tetrakis-triphenylphosphino-palladium). Isolated yield 103.6%. Starting materials: C(=O)(O)C1=CC=C(C=C1)B(O)O (4-Carboxybenzeneboronic acid), BrC=1C=C(CN2CCN(CC2)C)C=CC1 (1-(3-Bromo-benzyl)-4-methyl-piperazine), C([O-])([O-])=O.[K+].[K+] (potassium carbonate). Solvent: O1CCOCC1 (dioxane), O (water), O (water). The reactants are CC=1C([C@H]2N(C1C(=O)OCOC(C(C)(C)C)=O)C(C2NC(COC2=CC=CC=C2)=O)=O)=O (pivaloyloxymethyl 2-methyl-1-oxo-6-(2-phenoxyacetamido)carbapen-2-em-3-carboxylate), C(C)(=O)O (acetic acid), pivaloyloxymethyl 2-diazo-3-methyl-1-beta-oxo-7-(2-phenoxyacetamido)ceph-3-em-4-carboxylate, O1CCCC1 (tetrahydrofuran). Reagents/catalysts: [Ni] (Raney nickel), [Zn] (zinc). Run in C1(=CC=CC=C1)C (toluene). Reaction conditions: time 1 hour. The product is CC1C([C@H]2N(C1C(=O)OCOC(C(C)(C)C)=O)C(C2NC(COC2=CC=CC=C2)=O)=O)=O (pivaloyloxymethyl 2-methyl-1-oxo-6-(2-phenoxyacetamido)carbapenam-3-carboxylate). RXN SMILES: [CH3:1][C:2]1[C:3](=[O:32])[C@@H:4]2[CH:19]([NH:20][C:21](=[O:30])[CH2:22][O:23][C:24]3[CH:29]=[CH:28][CH:27]=[CH:26][CH:25]=3)[C:18](=[O:31])[N:5]2[C:6]=1[C:7]([O:9][CH2:10][O:11][C:12](=[O:17])[C:13]([CH3:16])([CH3:15])[CH3:14])=[O:8].O1CCCC1.C(O)(=O)C>[Ni].C1(C)C=CC=CC=1.[Zn]>[CH3:1][CH:2]1[CH:6]([C:7]([O:9][CH2:10][O:11][C:12](=[O:17])[C:13]([CH3:14])([CH3:15])[CH3:16])=[O:8])[N:5]2[C:18](=[O:31])[CH:19]([NH:20][C:21](=[O:30])[CH2:22][O:23][C:24]3[CH:29]=[CH:28][CH:27]=[CH:26][CH:25]=3)[C@H:4]2[C:3]1=[O:32]. Reported procedure: Freshly prepared pivaloyloxymethyl 2-methyl-1-oxo-6-(2-phenoxyacetamido)carbapen-2-em-3-carboxylate (prepared from 200 mg. of pivaloyloxymethyl 2-diazo-3-methyl-1-beta-oxo-7-(2-phenoxyacetamido)ceph-3-em-4-carboxylate (incorporating a 2 g. Raney nickel treatment into the isolation step) was taken up in 1 ml. of tetrahydrofuran and added to a stirred slurry of 2 g. of specially activated zinc powder (Example 2), in 6 ml. of acetic acid containing 30% tetrahydrofuran maintained at 0°-5° C. After s... Starting materials: solid, Cl.Cl.O1CCC2=C1C=CC=C2C2CCN(CC2)CC[C@@H]2CC[C@H](CC2)N (trans-4-{2-[4-(2,3-dihydro-benzofuran-4-yl)-piperidin-1-yl]-ethyl}-cyclohexylamine dihydrochloride), Cl.Cl.O1CCC2=C1C=CC=C2C2CCN(CC2)CC[C@@H]2CC[C@H](CC2)N (trans-4-{2-[4-(2,3-dihydro-benzofuran-4-yl)-piperidin-1-yl]-ethyl}-cyclohexylamine dihydrochloride), COCCC(=O)O (3-methoxypropionic acid). Product: O1CCC2=C1C=CC=C2C2CCN(CC2)CC[C@@H]2CC[C@H](CC2)NC(CCOC)=O (trans-N-(4-{2-[4-(2,3-Dihydro-benzofuran-4-yl)-piperidin-1-yl]-ethyl}-cyclohexyl)-3-methoxy-propionamide). RXN SMILES: Cl.Cl.[O:3]1[C:7]2[CH:8]=[CH:9][CH:10]=[C:11]([CH:12]3[CH2:17][CH2:16][N:15]([CH2:18][CH2:19][C@H:20]4[CH2:25][CH2:24][C@H:23]([NH2:26])[CH2:22][CH2:21]4)[CH2:14][CH2:13]3)[C:6]=2[CH2:5][CH2:4]1.[CH3:27][O:28][CH2:29][CH2:30][C:31](O)=[O:32]>>[O:3]1[C:7]2[CH:8]=[CH:9][CH:10]=[C:11]([CH:12]3[CH2:17][CH2:16][N:15]([CH2:18][CH2:19][C@H:20]4[CH2:21][CH2:22][C@H:23]([NH:26][C:31](=[O:32])[CH2:30][CH2:29][O:28][CH3:27])[CH2:24][CH2:25]4)[CH2:14][CH2:13]3)[C:6]=2[CH2:5][CH2:4]1 |f:0.1.2|. Procedure details: The title compound, off-white solid (46 mg, 59%), MS (ISP) m/z=415.4 [(M+H)+], mp 182° C., was prepared in accordance with the general method of example 1 from trans-4-{2-[4-(2,3-dihydro-benzofuran-4-yl)-piperidin-1-yl]-ethyl}-cyclohexylamine dihydrochloride (intermediate B) (75 mg, 0.19 mmol) and 3-methoxypropionic acid. Starting materials: amine, epoxide, BrC=1C=C2[C@H](CC(OC2=CC1)(C(F)(F)F)C)N ((4S)-6-bromo-2-methyl-2-(trifluoromethyl)chroman-4-amine), O1[C@H](C1)[C@H](CC1=CC=CC=C1)NC(OC(C)(C)C)=O (tert-butyl (S)-1-((S)-oxiran-2-yl)-2-phenylethylcarbamate). The solvent is C(C)O (ethanol). Yields the product BrC=1C=C2[C@H](CC(OC2=CC1)(C(F)(F)F)C)NC[C@H]([C@H](CC1=CC=CC=C1)NC(OC(C)(C)C)=O)O (tert-Butyl (2S,3R)-4-((4S)-6-bromo-2-methyl-2-(trifluoromethyl)-3,4-dihydro-2H-chromen-4-ylamino)-3-hydroxy-1-phenylbutan-2-ylcarbamate), C(=O)(C(F)(F)F)O (TFA). As a reaction SMILES: [Br:1][C:2]1[CH:3]=[C:4]2[C:9](=[CH:10][CH:11]=1)[O:8][C:7]([CH3:16])([C:12]([F:15])([F:14])[F:13])[CH2:6][C@@H:5]2[NH2:17].[O:18]1[CH2:20][C@@H:19]1[C@@H:21]([NH:29][C:30](=[O:36])[O:31][C:32]([CH3:35])([CH3:34])[CH3:33])[CH2:22][C:23]1[CH:28]=[CH:27][CH:26]=[CH:25][CH:24]=1>C(O)C>[Br:1][C:2]1[CH:3]=[C:4]2[C:9](=[CH:10][CH:11]=1)[O:8][C:7]([CH3:16])([C:12]([F:14])([F:13])[F:15])[CH2:6][C@@H:5]2[NH:17][CH2:20][C@@H:19]([OH:18])[C@@H:21]([NH:29][C:30](=[O:36])[O:31][C:32]([CH3:34])([CH3:33])[CH3:35])[CH2:22][C:23]1[CH:28]=[CH:27][CH:26]=[CH:25][CH:24]=1.[C:7]([OH:18])([C:12]([F:15])([F:14])[F:13])=[O:8]. Procedure details: A mixture of (4S)-6-bromo-2-methyl-2-(trifluoromethyl)chroman-4-amine (179 mg, 577 μmol) and tert-butyl (S)-1-((S)-oxiran-2-yl)-2-phenylethylcarbamate (198 mg, 750 μmol) in ethanol was heated at reflux for 16 h. At this point, there was still the starting amine left. An additional 1.3 eq of epoxide was added to the reaction, and continued to reflux for 6 h. The resulted mixture was concentrated and purified on Shimadzu HPLC to afford the title compound as a TFA salt. MS m/z: 573, 575. Starting materials: ClCCl, CONC(=O)c1ccccc1OCc1ccc(Cl)cc1, O, O=S(Cl)Cl, c1c[nH]cn1. Product: CON=C(c1ccccc1OCc1ccc(Cl)cc1)n1ccnc1. As a reaction SMILES: [CH2:10]([Cl:11])[Cl:12].[Cl:13][c:14]1[cH:15][cH:16][c:17]([CH2:18][O:19][c:20]2[c:21]([C:22](=[O:23])[NH:24][O:25][CH3:26])[cH:27][cH:28][cH:29][cH:30]2)[cH:31][cH:32]1.[OH2:33].[S:1]([Cl:2])([Cl:3])=[O:4].[nH:5]1[cH:6][n:7][cH:8][cH:9]1>>[n:5]1([C:22]([c:21]2[c:20]([O:19][CH2:18][c:17]3[cH:16][cH:15][c:14]([Cl:13])[cH:32][cH:31]3)[cH:30][cH:29][cH:28][cH:27]2)=[N:24][O:25][CH3:26])[cH:6][n:7][cH:8][cH:9]1.